This data is from the Open Reaction Database (ORD), a public repository of structured organic reaction records. The task is: describe an organic reaction: reactants, conditions, products, and yield The reactants are OC1=CC=C(C=O)C=C1 (4-hydroxybenzaldehyde), C1(OCCO1)=O (ethylene carbonate). The reagents and catalysts are [Br-].C(C)[N+](CC)(CC)CC (tetraethylammonium bromide). The product is OCCOC1=CC=C(C=O)C=C1 (4-(2-Hydroxyethoxy)benzaldehyde). Isolated yield 66.0%. As a reaction SMILES: [OH:1][C:2]1[CH:9]=[CH:8][C:5]([CH:6]=[O:7])=[CH:4][CH:3]=1.C1(=O)O[CH2:13][CH2:12][O:11]1>[Br-].C([N+](CC)(CC)CC)C>[OH:11][CH2:12][CH2:13][O:1][C:2]1[CH:9]=[CH:8][C:5]([CH:6]=[O:7])=[CH:4][CH:3]=1 |f:2.3|. Reported procedure: Synthesized from 30 g of 4-hydroxybenzaldehyde, 21 g of ethylene carbonate and 62 g of tetraethylammonium bromide as described in Example XIIa. Purified by distillation (boiling point 0.1 140°-150° C.). Yield 66%. Yields the product CC(C)(C)OC(=O)NC1COc2ccc(F)cc2NC1=O. Starting materials: CN(C)C=O, CC(C)(C)OC(=O)NC(COc1ccc(F)cc1N)C(=O)O. Reaction SMILES: [CH3:23][N:24]([CH3:25])[CH:26]=[O:27].[NH2:1][c:2]1[c:3]([O:4][CH2:5][CH:6]([C:7](=[O:8])[OH:9])[NH:10][C:11](=[O:12])[O:13][C:14]([CH3:15])([CH3:16])[CH3:17])[cH:18][cH:19][c:20]([F:22])[cH:21]1>>[NH:1]1[c:2]2[c:3]([cH:18][cH:19][c:20]([F:22])[cH:21]2)[O:4][CH2:5][CH:6]([NH:10][C:11](=[O:12])[O:13][C:14]([CH3:15])([CH3:16])[CH3:17])[C:7]1=[O:8]. The product is Cl, CC1CC(c2cc(F)c(F)c3ccoc23)=CCN1. The reactants are CC1CC(c2cc(F)c(F)c3ccoc23)=CCN1C(=O)OC(C)(C)C, Cl, C1COCCO1. Reaction SMILES: [C:1]([O:2][C:3](=[O:4])[N:8]1[CH:9]([CH3:25])[CH2:10][C:11]([c:14]2[cH:15][c:16]([F:24])[c:17]([F:23])[c:18]3[cH:19][cH:20][o:21][c:22]23)=[CH:12][CH2:13]1)([CH3:5])([CH3:6])[CH3:7].[ClH:26].[O:27]1[CH2:28][CH2:29][O:30][CH2:31][CH2:32]1>>[ClH:26].[NH:8]1[CH:9]([CH3:25])[CH2:10][C:11]([c:14]2[cH:15][c:16]([F:24])[c:17]([F:23])[c:18]3[cH:19][cH:20][o:21][c:22]23)=[CH:12][CH2:13]1. Starting materials: CCOC(=O)C(CCc1ccccc1)NC(C)C(=O)O, CCOC(C)=O, [Mg+2], O=C(OCCCO[N+](=O)[O-])C1CCCN1, [Na+], O=C([O-])O, O=S(=O)([O-])[O-]. Yields the product CCOC(=O)C(CCc1ccccc1)NC(C)C(=O)N1CCCC1C(=O)OCCCO[N+](=O)[O-]. Reaction SMILES: [CH2:1]([CH3:2])[O:3][C:4](=[O:5])[CH:6]([CH2:7][CH2:8][c:9]1[cH:10][cH:11][cH:12][cH:13][cH:14]1)[NH:15][CH:16]([CH3:17])[C:18](=[O:19])[OH:20].[CH3:47][CH2:48][O:49][C:50]([CH3:51])=[O:52].[Mg+2:41].[N+:21](=[O:22])([O-:23])[O:24][CH2:25][CH2:26][CH2:27][O:28][C:29]([CH:30]1[NH:31][CH2:32][CH2:33][CH2:34]1)=[O:35].[Na+:40].[O-:36][C:37]([OH:38])=[O:39].[O-:42][S:43](=[O:44])(=[O:45])[O-:46]>>[CH2:1]([CH3:2])[O:3][C:4](=[O:5])[CH:6]([CH2:7][CH2:8][c:9]1[cH:10][cH:11][cH:12][cH:13][cH:14]1)[NH:15][CH:16]([CH3:17])[C:18](=[O:20])[N:31]1[CH:30]([C:29]([O:28][CH2:27][CH2:26][CH2:25][O:24][N+:21](=[O:22])[O-:23])=[O:35])[CH2:34][CH2:33][CH2:32]1. The reactants are CI (methyl iodide), FC1=CC=C(C(C(=O)O)(O)C2=CC=C(C=C2)F)C=C1 (4,4′-difluorobenzilic acid), [O-]CC.[Na+] (sodium ethoxide), [Na] (sodium). Solvent: C(C)O (ethanol). Reaction conditions: time 3 hour. Yields the product C(C(O)(C1=CC=CC=C1)C1=CC=CC=C1)(=O)O (Benzilic Acid). Reaction SMILES: F[C:2]1[CH:19]=[CH:18][C:5]([C:6]([C:11]2[CH:16]=[CH:15][C:14](F)=[CH:13][CH:12]=2)([OH:10])[C:7]([OH:9])=[O:8])=[CH:4][CH:3]=1.[O-]CC.[Na+].[Na].CI>C(O)C>[C:7]([OH:9])(=[O:8])[C:6]([C:11]1[CH:12]=[CH:13][CH:14]=[CH:15][CH:16]=1)([C:5]1[CH:18]=[CH:19][CH:2]=[CH:3][CH:4]=1)[OH:10] |f:1.2,^1:23|. Reported procedure: 25.0 g (0.095 mol) of 4,4′-difluorobenzilic acid is added to freshly prepared sodium ethoxide solution containing 2.17 g (0.095 mol) of sodium and 200 ml of ethanol at 20° C. and stirred for 3 hours. The solution is evaporated to dryness, the residue is dissolved in DMF, 22.57 g (0.16 mol) of methyl iodide is added dropwise at 20° C., and the mixture is stirred for 24 hours. It is worked up and purified analogously to compound 12b. Yield: 21.06 g (80% of theory). Reactants: O=C([O-])[O-], CCCCCCCCCCCCNCc1cccnc1, CS(=O)(=O)Cl, CCOCC, ClCCl, [K+], [K+]. Product: CCCCCCCCCCCCN(Cc1cccnc1)S(C)(=O)=O. RXN SMILES: [C:21](=[O:22])([O-:23])[O-:24].[CH2:1]([CH2:2][CH2:3][CH2:4][CH2:5][CH2:6][CH2:7][CH2:8][CH2:9][CH2:10][CH2:11][CH3:12])[NH:13][CH2:14][c:15]1[cH:16][n:17][cH:18][cH:19][cH:20]1.[CH3:27][S:28]([Cl:29])(=[O:30])=[O:31].[CH3:32][CH2:33][O:34][CH2:35][CH3:36].[Cl:37][CH2:38][Cl:39].[K+:25].[K+:26]>>[CH2:1]([CH2:2][CH2:3][CH2:4][CH2:5][CH2:6][CH2:7][CH2:8][CH2:9][CH2:10][CH2:11][CH3:12])[N:13]([CH2:14][c:15]1[cH:16][n:17][cH:18][cH:19][cH:20]1)[S:28]([CH3:27])(=[O:30])=[O:31].